This data is from the Open Reaction Database (ORD), a public repository of structured organic reaction records. The task is: describe an organic reaction: reactants, conditions, products, and yield The reactants are C(C)(C)(C)OC(=O)N[C@@H]1C(N(CC1)C1CCN(CC1)C(=O)OCC1=CC=CC=C1)=O ((S)-benzyl 4-(3-(tert-butoxycarbonylamino)-2-oxopyrrolidin-1-yl)piperidine-1-carboxylate). The solvent is C(=O)(C(F)(F)F)O.C(Cl)Cl (TFA CH2Cl2). The product is N[C@@H]1C(N(CC1)C1CCN(CC1)C(=O)OCC1=CC=CC=C1)=O ((S)-benzyl 4-(3-amino-2-oxopyrrolidin-1-yl)piperidine-1-carboxylate). Yield: 64.7%. RXN SMILES: C(OC([NH:8][C@H:9]1[CH2:13][CH2:12][N:11]([CH:14]2[CH2:19][CH2:18][N:17]([C:20]([O:22][CH2:23][C:24]3[CH:29]=[CH:28][CH:27]=[CH:26][CH:25]=3)=[O:21])[CH2:16][CH2:15]2)[C:10]1=[O:30])=O)(C)(C)C>C(O)(C(F)(F)F)=O.C(Cl)Cl>[NH2:8][C@H:9]1[CH2:13][CH2:12][N:11]([CH:14]2[CH2:19][CH2:18][N:17]([C:20]([O:22][CH2:23][C:24]3[CH:29]=[CH:28][CH:27]=[CH:26][CH:25]=3)=[O:21])[CH2:16][CH2:15]2)[C:10]1=[O:30] |f:1.2|. Procedure details: A solution of (S)-benzyl 4-(3-(tert-butoxycarbonylamino)-2-oxopyrrolidin-1-yl)piperidine-1-carboxylate (7 g, 17 mmol) in 50% TFA/CH2Cl2 (50 mL) was stirred at ambient temperature for 1 hour. The mixture was concentrated in vacuo. The residue was dissolved in EtOAc (200 mL) and washed with saturated sodium carbonate (200 mL) and brine. The combined organic layers were dried over MgSO4, filtered and concentrated in vacuo to yield (S)-benzyl 4-(3-amino-2-oxopyrrolidin-1-yl)piperidine-1-carboxylate ...